Dataset: the Open Reaction Database (ORD), a public repository of structured organic reaction records. Task: describe an organic reaction: reactants, conditions, products, and yield Starting materials: NC1=NC=CC=C1OCC1=CC=CC=C1 (2-amino-3-benzyloxypyridine), C1(=CC=CC=C1)N=C=S (phenyl isothiocyanate), C1(=CC=CC=C1)C (toluene). Run in CCOCC (ether). Run at time 8 hour. Yields the product C(C1=CC=CC=C1)OC=1C(=NC=CC1)NC(=S)NC1=CC=CC=C1 (N-(3-Benzyloxy-2-pyridyl)-N'-phenylthiourea). As a reaction SMILES: [NH2:1][C:2]1[C:7]([O:8][CH2:9][C:10]2[CH:15]=[CH:14][CH:13]=[CH:12][CH:11]=2)=[CH:6][CH:5]=[CH:4][N:3]=1.[C:16]1([N:22]=[C:23]=[S:24])[CH:21]=[CH:20][CH:19]=[CH:18][CH:17]=1.C1(C)C=CC=CC=1>CCOCC>[CH2:9]([O:8][C:7]1[C:2]([NH:1][C:23]([NH:22][C:16]2[CH:21]=[CH:20][CH:19]=[CH:18][CH:17]=2)=[S:24])=[N:3][CH:4]=[CH:5][CH:6]=1)[C:10]1[CH:11]=[CH:12][CH:13]=[CH:14][CH:15]=1. Reported procedure: A mixture of 2-amino-3-benzyloxypyridine (5.0 g, 25 mmol), phenyl isothiocyanate (3.72 g, 25 mmol) and toluene (20 ml) was heated at reflux for 1.5 hours, then left at room temperature overnight. The solution was diluted with ether, and the product filtered off; yield 5.6 g (67%), m.p. 107°-109° C. The reactants are C(C)OC(COC1=C(C(=O)OC)C=CC=C1)=O (methyl 2-(2-ethoxy-2-oxoethoxy)benzoate), C(C)(=O)[O-].[Na+] (sodium acetate), C(=O)(O)COC1=C(C(=O)O)C=CC=C1 (2-(carboxymethoxy)benzoic acid), C(C)(=O)OC(C)=O (acetic anhydride). The product is C(C)(=O)OC1=COC2=C1C=CC=C2 (benzofuran-3-yl acetate). Reaction SMILES: [CH2:1]([O:3][C:4](=O)[CH2:5][O:6][C:7]1[CH:16]=[CH:15][CH:14]=[CH:13][C:8]=1C(OC)=O)[CH3:2].C(COC1C=CC=CC=1C(O)=O)(O)=[O:19].C(OC(=O)C)(=O)C.C([O-])(=O)C.[Na+]>>[C:1]([O:3][C:4]1[C:8]2[CH:13]=[CH:14][CH:15]=[CH:16][C:7]=2[O:6][CH:5]=1)(=[O:19])[CH3:2] |f:3.4|. Procedure details: A synthesis of (E)-(5,6-dihydro-1,4,2-dioxazin-3-yl)(2-hydroxyphenyl)methanone O-methyl oxime (13) is illustrated in Scheme 2A. According to the synthesis, methyl salicylate reacts with ethyl chloro acetate in the presence of potassium carbonate to give methyl 2-(2-ethoxy-2-oxoethoxy)benzoate (6). Hydrolysis of methyl 2-(2-ethoxy-2-oxoethoxy)benzoate (6) followed by a consecutive cyclization of 2-(carboxymethoxy)benzoic acid (7) with acetic anhydride in the presence of sodium acetate gives benzo...